From a dataset of the Open Reaction Database (ORD), a public repository of structured organic reaction records. describe an organic reaction: reactants, conditions, products, and yield The reactants are N#Cc1ccc(F)c2ccccc12, Cc1ccccc1, OC1CCNC1. Product: N#Cc1ccc(N2CCC(O)C2)c2ccccc12. Reaction SMILES: [C:1](#[N:2])[c:3]1[cH:4][cH:5][c:6]([F:13])[c:7]2[cH:8][cH:9][cH:10][cH:11][c:12]12.[CH3:20][c:21]1[cH:22][cH:23][cH:24][cH:25][cH:26]1.[NH:14]1[CH2:15][CH:16]([OH:19])[CH2:17][CH2:18]1>>[C:1](#[N:2])[c:3]1[cH:4][cH:5][c:6]([N:14]2[CH2:15][CH:16]([OH:19])[CH2:17][CH2:18]2)[c:7]2[cH:8][cH:9][cH:10][cH:11][c:12]12.